This data is from the Open Reaction Database (ORD), a public repository of structured organic reaction records. The task is: describe an organic reaction: reactants, conditions, products, and yield Starting materials: [Al+3], ClCCl, COC(=O)c1ccc2oc(C)cc2c1, [Cl-], [Cl-], [Cl-], O=C(Cl)c1ccc(-c2ccccc2)cc1. Yields the product COC(=O)c1ccc2oc(C)c(C(=O)c3ccc(-c4ccccc4)cc3)c2c1. RXN SMILES: [Al+3:2].[CH2:34]([Cl:35])[Cl:36].[CH3:20][O:21][C:22](=[O:23])[c:24]1[cH:25][c:26]2[c:27]([o:28][c:29]([CH3:31])[cH:30]2)[cH:32][cH:33]1.[Cl-:1].[Cl-:3].[Cl-:4].[c:5]1(-[c:11]2[cH:12][cH:13][c:14]([C:15](=[O:16])[Cl:17])[cH:18][cH:19]2)[cH:6][cH:7][cH:8][cH:9][cH:10]1>>[c:5]1(-[c:11]2[cH:12][cH:13][c:14]([C:15](=[O:16])[c:30]3[c:26]4[cH:25][c:24]([C:22]([O:21][CH3:20])=[O:23])[cH:33][cH:32][c:27]4[o:28][c:29]3[CH3:31])[cH:18][cH:19]2)[cH:6][cH:7][cH:8][cH:9][cH:10]1. Reactants: CC=C[SiH](Cl)Cl (methylvinyldichlorosilane), 0.C, N1CCCC1 (pyrrolidine). The solvent is CCCCCC (hexane). Conditions: time 12 hour. The product is N1(CCCC1)C(N1CCCC1)C=C[SiH3] (bis(pyrrolidinyl)methylvinylsilane). Yield: 72.9%. As a reaction SMILES: [CH3:1][CH:2]=[CH:3][SiH:4](Cl)Cl.[NH:7]1[CH2:11][CH2:10][CH2:9][CH2:8]1>CCCCCC>[N:7]1([CH:1]([CH:2]=[CH:3][SiH3:4])[N:7]2[CH2:11][CH2:10][CH2:9][CH2:8]2)[CH2:11][CH2:10][CH2:9][CH2:8]1. Procedure details: Over a 1.5 hour period, 145 grams (1.03 mol) of methylvinyldichlorosilane was added with stirring to a mixture under nitrogen at 0.C of 1 L of dry hexane and 293 grams (4.12 mols) of pyrrolidine. The resulting mixture was allowed to stir for about 12 hours while warming to room temperature. A solid white precipitate was filtered and washed with dry hexane under nitrogen. The solvent was removed under reduced pressure and the product was distilled giving 158 grams (73% yield) of bis(pyrrolidinyl)... Reactants: FC1=C(C=CC(=C1)B1OC(C(O1)(C)C)(C)C)C=1N=CC(=NC1)N (5-(2-fluoro-4-(4,4,5,5-tetramethyl-1,3,2-dioxaborolan-2-yl)phenyl)-pyrazin-2-amine), BrC1=C(C=CC=C1)S(=O)(=O)N1CCC(CC1)C#N (1-((2-bromophenyl)sulfonyl)piperidine-4-carbonitrile). Product: NC=1N=CC(=NC1)C1=C(C=C(C=C1)C1=C(C=CC=C1)S(=O)(=O)N1CCC(CC1)C#N)F (1-{[4′-(5-Aminopyrazin-2-yl)-3′-fluorobiphenyl-2-yl]sulfonyl}piperidine-4-carbonitrile). As a reaction SMILES: [F:1][C:2]1[CH:7]=[C:6](B2OC(C)(C)C(C)(C)O2)[CH:5]=[CH:4][C:3]=1[C:17]1[N:18]=[CH:19][C:20]([NH2:23])=[N:21][CH:22]=1.Br[C:25]1[CH:30]=[CH:29][CH:28]=[CH:27][C:26]=1[S:31]([N:34]1[CH2:39][CH2:38][CH:37]([C:40]#[N:41])[CH2:36][CH2:35]1)(=[O:33])=[O:32]>>[NH2:23][C:20]1[N:21]=[CH:22][C:17]([C:3]2[CH:4]=[CH:5][C:6]([C:25]3[CH:30]=[CH:29][CH:28]=[CH:27][C:26]=3[S:31]([N:34]3[CH2:35][CH2:36][CH:37]([C:40]#[N:41])[CH2:38][CH2:39]3)(=[O:32])=[O:33])=[CH:7][C:2]=2[F:1])=[N:18][CH:19]=1. Procedure: The title compound was prepared in a manner similar to that described in Example 448 using 5-(2-fluoro-4-(4,4,5,5-tetramethyl-1,3,2-dioxaborolan-2-yl)phenyl)-pyrazin-2-amine and 1-((2-bromophenyl)sulfonyl)piperidine-4-carbonitrile. MS (ESI): mass calcd. for C22H20FN5O2S, 437.13; m/z found, 438.1 [M+H]+. 1H NMR (400 MHz, CD3OD) δ 8.35 (s, 1H), 8.29 (d, J=1.1, 1H), 8.12-8.09 (m, 1H), 7.99 (m, 1H), 7.74-7.69 (m, 1H), 7.65-7.60 (m, 1H), 7.45-7.42 (m, 1H), 7.34 (s, 1H), 7.32-7.30 (m, 1H), 3.10-3.02 (... The reactants are [Li]C(C)(C)C, CCCCC, CCOCC, C[Si](C)(C)Cl, Cl, C[Si](C)(C)c1ccccn1. Product: C[Si](C)(C)C[Si](C)(C)c1ccccn1. As a reaction SMILES: [C:16]([Li:17])([CH3:18])([CH3:19])[CH3:20].[CH3:11][CH2:12][CH2:13][CH2:14][CH3:15].[CH3:27][CH2:28][O:29][CH2:30][CH3:31].[Cl:21][Si:22]([CH3:23])([CH3:24])[CH3:25].[ClH:26].[n:1]1[c:2]([Si:7]([CH3:8])([CH3:9])[CH3:10])[cH:3][cH:4][cH:5][cH:6]1>>[n:1]1[c:2]([Si:7]([CH3:8])([CH2:9][Si:22]([CH3:23])([CH3:24])[CH3:25])[CH3:10])[cH:3][cH:4][cH:5][cH:6]1.